This data is from the Open Reaction Database (ORD), a public repository of structured organic reaction records. The task is: describe an organic reaction: reactants, conditions, products, and yield Starting materials: ClC=1C=CC(=NC1)NC(=O)C1=C(C=CC(=C1)Cl)NC(=O)C1=CC=C(C=C1)S(=O)(=N)C (S-[4-(N-{2-[N-(5-chloro(2-pyridyl))carbamoyl]-4-chlorophenyl}carbamoyl)phenyl]-S-methyl sulfoximide), N1=CC=CC=C1 (pyridine), ClCC(=O)Cl (Chloroacetyl chloride). Solvent: O (water), C(Cl)Cl (DCM). Yields the product ClC=1C=CC(=NC1)NC(=O)C1=C(C=CC(=C1)Cl)NC(=O)C1=CC=C(C=C1)S(=O)(=NC(CCl)=O)C (S-[4-(N-{2-[N-(5-chloro(2-pyridyl))carbamoyl]-4-chlorophenyl}carbamoyl)phenyl]-S-methyl-N-chloroacetyl Sulfoximide). Isolated yield 55.6%. RXN SMILES: [Cl:1][C:2]1[CH:3]=[CH:4][C:5]([NH:8][C:9]([C:11]2[CH:16]=[C:15]([Cl:17])[CH:14]=[CH:13][C:12]=2[NH:18][C:19]([C:21]2[CH:26]=[CH:25][C:24]([S:27]([CH3:30])(=[NH:29])=[O:28])=[CH:23][CH:22]=2)=[O:20])=[O:10])=[N:6][CH:7]=1.N1C=CC=CC=1.[Cl:37][CH2:38][C:39](Cl)=[O:40]>C(Cl)Cl.O>[Cl:1][C:2]1[CH:3]=[CH:4][C:5]([NH:8][C:9]([C:11]2[CH:16]=[C:15]([Cl:17])[CH:14]=[CH:13][C:12]=2[NH:18][C:19]([C:21]2[CH:26]=[CH:25][C:24]([S:27]([CH3:30])(=[N:29][C:39](=[O:40])[CH2:38][Cl:37])=[O:28])=[CH:23][CH:22]=2)=[O:20])=[O:10])=[N:6][CH:7]=1. Procedure details: To a stirring solution of S-[4-(N-{2-[N-(5-chloro(2-pyridyl))carbamoyl]-4-chlorophenyl}carbamoyl)phenyl]-S-methyl sulfoximide (0.5 g, 0.001 mol) and pyridine (2 mL) in DCM (20 mL) was added Chloroacetyl chloride (244 mg, 0.00215 mol) at 0° C. After few minutes, reaction mixture was diluted with water (10 ml). Organic layer was separated, dried and distilled out to get 300 mg of desired product in 52% yield. Reactants: NC=1C(=CC(=C(C1)N1N=NN(C1=O)C)O)F (1-(5-amino-4-fluoro-2-hydroxyphenyl)-4-methyl-1H-tetrazol-5(4H)-one), BrC(C(=O)OCC)(C)C (ethyl 2-bromo-2-methylpropanoate), C(=O)([O-])[O-].[K+].[K+] (K2CO3). Reagents/catalysts: [Br-].C(CCC)[N+](CCCC)(CCCC)CCCC (tetra-n-butylammonium bromide). The solvent is CC(=O)C (acetone). The product is NC1=CC(=C(OC(C(=O)OCC)(C)C)C=C1F)N1N=NN(C1=O)C (ethyl 2-(4-amino-5-fluoro-2-(4-methyl-5-oxo-4,5-dihydro-1H-tetrazol-1-yl)phenoxy)-2-methylpropanoate). Isolated yield 74.3%. As a reaction SMILES: [NH2:1][C:2]1[C:3]([F:16])=[CH:4][C:5]([OH:15])=[C:6]([N:8]2[C:12](=[O:13])[N:11]([CH3:14])[N:10]=[N:9]2)[CH:7]=1.Br[C:18]([CH3:25])([CH3:24])[C:19]([O:21][CH2:22][CH3:23])=[O:20].C([O-])([O-])=O.[K+].[K+]>[Br-].C([N+](CCCC)(CCCC)CCCC)CCC.CC(C)=O>[NH2:1][C:2]1[C:3]([F:16])=[CH:4][C:5]([O:15][C:18]([CH3:25])([CH3:24])[C:19]([O:21][CH2:22][CH3:23])=[O:20])=[C:6]([N:8]2[C:12](=[O:13])[N:11]([CH3:14])[N:10]=[N:9]2)[CH:7]=1 |f:2.3.4,5.6|. Procedure details: A mixture of 1-(5-amino-4-fluoro-2-hydroxyphenyl)-4-methyl-1H-tetrazol-5(4H)-one (5.00 g, 22.2 mmol, 1.00 equiv), ethyl 2-bromo-2-methylpropanoate (6.50 g, 4.94 mL, 33.3 mmol, 1.50 equiv), K2CO3 (6.15 g, 44.4 mmol, 2.00 equiv), and tetra-n-butylammonium bromide (716 mg, 2.22 mmol, 0.10 equiv) in acetone (220 mL) was heated at reflux overnight. After cooling to RT, the reaction mixture was concentrated to dryness. The crude product was taken in excess water and EtOAc. The layers were separated, a... RXN SMILES: [OH:1][NH:2][CH2:3][CH2:4][CH2:5][P:6](=[O:9])([OH:8])[OH:7].C[Si](C([Si](C)(C)C)C(N)=O)(C)C.[S:22](Cl)([CH3:25])(=[O:24])=[O:23].C>O.ClCCl.C(N(CC)CC)C>[OH:1][N:2]([CH2:3][CH2:4][CH2:5][P:6](=[O:8])([OH:7])[OH:9])[S:22]([CH3:25])(=[O:24])=[O:23]. Procedure: A mixture of 3-(N-hydroxyamino)propylphosphonic acid (820 mg), bis(trimethylsilyl)acetamide (5.0 g), triethylamine (1.01 g) and dichloromethane (40 ml) was stirred at ambient temperature for 2.5 hours. The reaction mixture was cooled to 0°-5° C. and mesyl chloride (1.15 g) was added dropwise with stirring. The reaction mixture was stirred for 1.25 hours and then concentrated under reduced pressure to give a residue, which was dissolved in water (50 ml). The solution was subjected to a column chr... The solvent is ClCCl (dichloromethane), C(C)N(CC)CC (triethylamine), O (water). Yields the product ON(S(=O)(=O)C)CCCP(O)(O)=O (3-(N-hydroxy-N-mesylamino)-propylphosphonic acid). The yield is 26.0%. Conditions: time 2.5 hour. The reactants are ONCCCP(O)(O)=O (3-(N-hydroxyamino)propylphosphonic acid), C[Si](C)(C)C(C(=O)N)[Si](C)(C)C (bis(trimethylsilyl)acetamide), C (charcoal), S(=O)(=O)(C)Cl (mesyl chloride).